From a dataset of the Open Reaction Database (ORD), a public repository of structured organic reaction records. describe an organic reaction: reactants, conditions, products, and yield Starting materials: O=C([O-])[O-], CC(=O)[O-], CC12CCC(c3ccccc3)CC1(O)CCC2C=O, Cl, Cl, Cl, NCCON, [Na+], [Na+], [Na+], C1COCCO1, O. The product is CC12CCC(c3ccccc3)CC1(O)CCC2C=NOCCN. As a reaction SMILES: [C:33](=[O:34])([O-:35])[O-:36].[CH3:9][C:10](=[O:11])[O-:12].[CH:14](=[O:15])[CH:16]1[CH2:17][CH2:18][C:19]2([OH:32])[CH2:20][CH:21]([c:26]3[cH:27][cH:28][cH:29][cH:30][cH:31]3)[CH2:22][CH2:23][C:24]12[CH3:25].[ClH:13].[ClH:1].[ClH:2].[NH2:3][CH2:4][CH2:5][O:6][NH2:7].[Na+:37].[Na+:38].[Na+:8].[O:39]1[CH2:40][CH2:41][O:42][CH2:43][CH2:44]1.[OH2:45]>>[NH2:3][CH2:4][CH2:5][O:6][N:7]=[CH:14][CH:16]1[CH2:17][CH2:18][C:19]2([OH:32])[CH2:20][CH:21]([c:26]3[cH:27][cH:28][cH:29][cH:30][cH:31]3)[CH2:22][CH2:23][C:24]12[CH3:25]. Starting materials: CCOC(=O)c1c(C)[nH]c2ncc(Br)nc12, COc1cc(B(O)O)cc(OC)c1OC, CCOC(C)=O, [K+], [K+], O=C([O-])[O-]. Product: CCOC(=O)c1c(C)[nH]c2ncc(-c3cc(OC)c(OC)c(OC)c3)nc12. Reaction SMILES: [CH2:1]([CH3:2])[O:3][C:4](=[O:5])[c:6]1[c:7]([CH3:16])[nH:8][c:9]2[n:10][cH:11][c:12]([Br:15])[n:13][c:14]12.[CH3:17][O:18][c:19]1[cH:20][c:21]([B:29]([OH:30])[OH:31])[cH:22][c:23]([O:27][CH3:28])[c:24]1[O:25][CH3:26].[CH3:38][CH2:39][O:40][C:41]([CH3:42])=[O:43].[K+:32].[K+:33].[O-:34][C:35]([O-:36])=[O:37]>>[CH2:1]([CH3:2])[O:3][C:4](=[O:5])[c:6]1[c:7]([CH3:16])[nH:8][c:9]2[n:10][cH:11][c:12](-[c:21]3[cH:20][c:19]([O:18][CH3:17])[c:24]([O:25][CH3:26])[c:23]([O:27][CH3:28])[cH:22]3)[n:13][c:14]12. Reactants: CCOC1=CC(=O)NCCC1, CC(C)=O, Cl. Yields the product O=C1CCCNC(=O)C1. RXN SMILES: [CH2:2]([CH3:3])[O:4][C:5]1=[CH:6][C:7](=[O:12])[NH:8][CH2:9][CH2:10][CH2:11]1.[CH3:13][C:14](=[O:15])[CH3:16].[ClH:1]>>[O:4]=[C:5]1[CH2:6][C:7](=[O:12])[NH:8][CH2:9][CH2:10][CH2:11]1. Starting materials: FC(C(C(C(=O)OCC)C1=CC=C(C=C1)C)C)(F)F (ethyl 4,4,4-trifluoro-3-methyl-2-(4-methylphenyl)butanoate), BrN1C(CCC1=O)=O (N-bromosuccinimide), 2,2′-azobis-2-methylpropanenitrile. The solvent is ClC(Cl)Cl (trichloromethane). The product is BrCC1=CC=C(C=C1)C(C(=O)OCC)C(C(F)(F)F)C (Ethyl 2-[4-(bromomethyl)phenyl]-4,4,4-trifluoro-3-methylbutanoate). Reaction SMILES: [F:1][C:2]([F:19])([F:18])[CH:3]([CH3:17])[CH:4]([C:10]1[CH:15]=[CH:14][C:13]([CH3:16])=[CH:12][CH:11]=1)[C:5]([O:7][CH2:8][CH3:9])=[O:6].[Br:20]N1C(=O)CCC1=O>ClC(Cl)Cl>[Br:20][CH2:16][C:13]1[CH:12]=[CH:11][C:10]([CH:4]([CH:3]([CH3:17])[C:2]([F:18])([F:19])[F:1])[C:5]([O:7][CH2:8][CH3:9])=[O:6])=[CH:15][CH:14]=1. Procedure details: 2.25 g (8.2 mmol) of ethyl 4,4,4-trifluoro-3-methyl-2-(4-methylphenyl)butanoate, 1.53 g (8.6 mmol) of N-bromosuccinimide and 67 mg (0.41 mmol) of 2,2′-azobis-2-methylpropanenitrile in 36 ml of trichloromethane were stirred under reflux overnight. After the reaction had gone to completion, the succinimide was filtered off, the filter residue was washed with dichloromethane and the filtrate was concentrated under reduced pressure. The crude product was purified chromatographically on silica gel (m... Starting materials: Clc1nncc2cc(Br)ccc12, CS(=O)(=O)N1CCNCC1, CO, ClCCl. The product is CS(=O)(=O)N1CCN(c2nncc3cc(Br)ccc23)CC1. RXN SMILES: [Br:1][c:2]1[cH:3][c:4]2[cH:5][n:6][n:7][c:8]([Cl:12])[c:9]2[cH:10][cH:11]1.[CH3:13][S:14](=[O:15])(=[O:16])[N:17]1[CH2:18][CH2:19][NH:20][CH2:21][CH2:22]1.[CH3:23][OH:24].[Cl:25][CH2:26][Cl:27]>>[Br:1][c:2]1[cH:3][c:4]2[cH:5][n:6][n:7][c:8]([N:20]3[CH2:19][CH2:18][N:17]([S:14]([CH3:13])(=[O:15])=[O:16])[CH2:22][CH2:21]3)[c:9]2[cH:10][cH:11]1. Reactants: Brc1cncc2ccccc12, O=C1CCN(CC23CC(c4ccccc42)c2ccccc23)CC1. Product: OC1(c2cncc3ccccc23)CCN(CC23CC(c4ccccc42)c2ccccc23)CC1. RXN SMILES: [Br:24][c:25]1[cH:26][n:27][cH:28][c:29]2[cH:30][cH:31][cH:32][cH:33][c:34]12.[cH:1]1[cH:2][cH:3][cH:4][c:5]2[c:14]1[C:13]1([CH2:16][N:17]3[CH2:18][CH2:19][C:20](=[O:23])[CH2:21][CH2:22]3)[c:12]3[c:7]([cH:8][cH:9][cH:10][cH:11]3)[CH:6]2[CH2:15]1>>[cH:1]1[cH:2][cH:3][cH:4][c:5]2[c:14]1[C:13]1([CH2:16][N:17]3[CH2:18][CH2:19][C:20]([OH:23])([c:25]4[cH:26][n:27][cH:28][c:29]5[cH:30][cH:31][cH:32][cH:33][c:34]45)[CH2:21][CH2:22]3)[c:12]3[c:7]([cH:8][cH:9][cH:10][cH:11]3)[CH:6]2[CH2:15]1.